This data is from the Open Reaction Database (ORD), a public repository of structured organic reaction records. The task is: describe an organic reaction: reactants, conditions, products, and yield Reactants: FC1=CC=C(C=C1)C1=NNC2=C(C=CC=C12)C(F)(F)F (3-(4-fluoro-phenyl)-7-trifluoromethyl-1H-indazole), ClC1=C(CBr)C=CC(=C1)F (2-chloro-4-fluoro benzyl bromide), C(C)(=O)OCC (ethyl acetate). Run in CN(C)C=O (DMF). Run at temperature 120 celsius. The product is ClC1=C(CN2N=C3C(=CC=CC3=C2C2=CC=C(C=C2)F)C(F)(F)F)C=CC(=C1)F (2-(2-Chloro-4-fluoro-benzyl)-3-(4-fluoro-phenyl)-7-trifluoromethyl-2H-indazole). Yield: 42.2%. As a reaction SMILES: [F:1][C:2]1[CH:7]=[CH:6][C:5]([C:8]2[C:16]3[C:11](=[C:12]([C:17]([F:20])([F:19])[F:18])[CH:13]=[CH:14][CH:15]=3)[NH:10][N:9]=2)=[CH:4][CH:3]=1.[Cl:21][C:22]1[CH:29]=[C:28]([F:30])[CH:27]=[CH:26][C:23]=1[CH2:24]Br.C(OCC)(=O)C>CN(C=O)C>[Cl:21][C:22]1[CH:29]=[C:28]([F:30])[CH:27]=[CH:26][C:23]=1[CH2:24][N:9]1[C:8]([C:5]2[CH:6]=[CH:7][C:2]([F:1])=[CH:3][CH:4]=2)=[C:16]2[C:11]([C:12]([C:17]([F:18])([F:20])[F:19])=[CH:13][CH:14]=[CH:15]2)=[N:10]1. Procedure: To a solution of 3-(4-fluoro-phenyl)-7-trifluoromethyl-1H-indazole (6.43 g, 23 mmol) in 20 mL DMF was added 2-chloro-4-fluoro benzyl bromide (7.0 g, 31 mmol). The reaction mixture was heated overnight at 120° C. After cooling to room temperature, ethyl acetate was added and the solution was washed three times with brine. The organic layer was dried over NaSO4 and concentrated. Flash chromatography (hexane/CH2Cl2, 1:1, as eluent) afforded 4.1 g of pure product. Three grams (3 g) of product were r... The reactants are ice, C(C)(C)(C)OC(=O)N1CC(=CC1)CO (3-hydroxymethyl-2,5-dihydro-pyrrole-1-carboxylic acid tert-butylester), C(C)(=O)OC(C)=O (acetic anhydride). Reagents/catalysts: CN(C)C=1C=CN=CC1 (DMAP). Run in N1=CC=CC=C1 (pyridine). Run at temperature 0 celsius, time 30 minute. Yields the product C(C)(C)(C)OC(=O)N1CC(=CC1)COC(C)=O (3-acetoxymethyl-2,5-dihydro-pyrrole-1-carboxylic acid tert.-butylester). Isolated yield 96.5%. RXN SMILES: [C:1]([O:5][C:6]([N:8]1[CH2:12][CH:11]=[C:10]([CH2:13][OH:14])[CH2:9]1)=[O:7])([CH3:4])([CH3:3])[CH3:2].[C:15](OC(=O)C)(=[O:17])[CH3:16]>CN(C1C=CN=CC=1)C.N1C=CC=CC=1>[C:1]([O:5][C:6]([N:8]1[CH2:12][CH:11]=[C:10]([CH2:13][O:14][C:15](=[O:17])[CH3:16])[CH2:9]1)=[O:7])([CH3:4])([CH3:3])[CH3:2]. Reported procedure: To an ice-cooled solution of 4.13 g (20.7 mmol) 3-hydroxymethyl-2,5-dihydro-pyrrole-1-carboxylic acid tert-butylester and 244 mg (2 mmol) DMAP in 50 ml pyridine was added 3.06 g (30 mmol) acetic anhydride. The mixture was stirred for 30 min at 0° C., then for additional 60 min at room temperature. The mixture was poured on ice and extracted twice with ether. The combined organic layers were evaporated in vacuo, dissolved in ether, washed with sat. CuSO4, water and brine and dried over MgSO4. Eva... Reactants: CC=1C=C(C(=O)OC)C=CC1OC1COC1 (methyl 3-methyl-4-(oxetan-3-yloxy)benzoate), [OH-].[Na+] (sodium hydroxide), Cl (HCl). Conditions: time 1 hour. The product is CC=1C=C(C(=O)O)C=CC1OC1COC1 (3-methyl-4-(oxetan-3-yloxy)benzoic acid). As a reaction SMILES: [CH3:1][C:2]1[CH:3]=[C:4]([CH:9]=[CH:10][C:11]=1[O:12][CH:13]1[CH2:16][O:15][CH2:14]1)[C:5]([O:7]C)=[O:6].[OH-].[Na+].Cl>>[CH3:1][C:2]1[CH:3]=[C:4]([CH:9]=[CH:10][C:11]=1[O:12][CH:13]1[CH2:14][O:15][CH2:16]1)[C:5]([OH:7])=[O:6] |f:1.2|. Procedure details: To methyl 4-hydroxy-3-methyl-benzoate (498 mg, 3 mmol) was added DMF (3 mL) and sodium hydride (240 mg, 6.0 mmol) followed by oxetan-3-ol (445 mg, 6 mmol) and the reaction mixture was heated at 80° C. for 4 hours. The reaction was cooled and quenched with brine solution and extracted with EtOAc (3×10 mL). The organic layer was separated and dried over sodium sulfate and evaporated to give methyl 3-methyl-4-(oxetan-3-yloxy)benzoate. To methyl 3-methyl-4-(oxetan-3-yloxy)benzoate was added sodium h... Reactants: C12CNCC2C1CN(C(=O)C=1SC=CC1)C1=CC(=C(C=C1)N1CCOCC1)F (thiophene-2-carboxylic acid (3-aza-bicyclo[3.1.0]hex-6-ylmethyl)-(3-fluoro-4-morpholin-4-yl-phenyl)-amide), CCN(C(C)C)C(C)C (DIEA), C(C)C1=CC=C(C(=O)Cl)C=C1 (4-ethylbenzoyl chloride). Run in C(Cl)Cl (CH2Cl2). Conditions: time 1 hour. The product is C(C)C1=CC=C(C(=O)N2CC3C(C3C2)CN(C(=O)C=2SC=CC2)C2=CC(=C(C=C2)N2CCOCC2)F)C=C1 (Thiophene-2-carboxylic acid [3-(4-ethyl-benzoyl)-3-aza-bicyclo[3.1.0]hex-6-ylmethyl]-(3-fluoro-4-morpholin-4-yl-phenyl)-amide). The yield is 72.1%. Reaction SMILES: [CH:1]12[CH:6]([CH2:7][N:8]([C:16]3[CH:21]=[CH:20][C:19]([N:22]4[CH2:27][CH2:26][O:25][CH2:24][CH2:23]4)=[C:18]([F:28])[CH:17]=3)[C:9]([C:11]3[S:12][CH:13]=[CH:14][CH:15]=3)=[O:10])[CH:5]1[CH2:4][NH:3][CH2:2]2.CCN(C(C)C)C(C)C.[CH2:38]([C:40]1[CH:48]=[CH:47][C:43]([C:44](Cl)=[O:45])=[CH:42][CH:41]=1)[CH3:39]>C(Cl)Cl>[CH2:38]([C:40]1[CH:48]=[CH:47][C:43]([C:44]([N:3]2[CH2:4][CH:5]3[CH:1]([CH:6]3[CH2:7][N:8]([C:16]3[CH:21]=[CH:20][C:19]([N:22]4[CH2:27][CH2:26][O:25][CH2:24][CH2:23]4)=[C:18]([F:28])[CH:17]=3)[C:9]([C:11]3[S:12][CH:13]=[CH:14][CH:15]=3)=[O:10])[CH2:2]2)=[O:45])=[CH:42][CH:41]=1)[CH3:39]. Procedure: To a stirring solution of thiophene-2-carboxylic acid (3-aza-bicyclo[3.1.0]hex-6-ylmethyl)-(3-fluoro-4-morpholin-4-yl-phenyl)-amide (50 mg, 0.13 mmol) in 3 mL of anhydrous CH2Cl2, was added DIEA (0.065 mL, 0.37 mmol), followed by 4-ethylbenzoyl chloride (0.02 mL, 0.14 mmol). The reaction was stirred at room temperature for 1 hour, quenched with saturated NaHCO3, and extracted with CH2Cl2. The combined extracts were dried over anhydrous MgSO4, filtered and concentrated. The resulting crude materi... RXN SMILES: P(Cl)(Cl)(Cl)=O.[Br:6][C:7]1[CH:8]=[C:9]([Cl:16])[CH:10]=[C:11]2[C:15]=1[NH:14][CH:13]=[CH:12]2.CN([CH:20]=[O:21])C>>[Br:6][C:7]1[CH:8]=[C:9]([Cl:16])[CH:10]=[C:11]2[C:15]=1[NH:14][CH:13]=[C:12]2[CH:20]=[O:21]. Procedure: Phosphorus oxychloride (3.11 mL, 33.4 mmol) was added dropwise to a 0° C sample of DMF (30 mL). The reaction was stirred 30 min at 0° C., then 7-bromo-5-chloro-1H-indole (7.0 g, 30.4 mmol) in DMF (5 mL)was added and the reaction was warmed to ambient temperature and stirred 20 hours. Ice water (300 mL) was added, and the resulting thick solid was filtered. The product was detected by TLC in both filtrate and cake. Cake and filtrate were combined, and sodium hydroxide (10N) was added until most s... Conditions: temperature 0 celsius, time 30 minute. The product is BrC=1C=C(C=C2C(=CNC12)C=O)Cl (7-bromo-5-chloro-1H-indole-3-carbaldehyde). The yield is 82.0%. The reactants are P(=O)(Cl)(Cl)Cl (Phosphorus oxychloride), CN(C)C=O (DMF), BrC=1C=C(C=C2C=CNC12)Cl (7-bromo-5-chloro-1H-indole), CN(C)C=O (DMF), Ice water. RXN SMILES: [C:1]([CH3:2])([CH3:3])([CH3:4])[O:5][C:6]([NH:7][C:8]1([C:12]([NH:13][C:14]2([c:17]3[n:18][cH:19][cH:20][cH:21][cH:22]3)[CH2:15][CH2:16]2)=[O:23])[CH2:9][O:10][CH2:11]1)=[O:24].[Cl:32][CH2:33][Cl:34].[F:25][C:26]([F:27])([F:28])[C:29]([OH:30])=[O:31]>>[NH2:7][C:8]1([C:12]([NH:13][C:14]2([c:17]3[n:18][cH:19][cH:20][cH:21][cH:22]3)[CH2:15][CH2:16]2)=[O:23])[CH2:9][O:10][CH2:11]1.[O:5]=[CH:6][OH:24]. Yields the product NC1(C(=O)NC2(c3ccccn3)CC2)COC1, O=CO. Starting materials: CC(C)(C)OC(=O)NC1(C(=O)NC2(c3ccccn3)CC2)COC1, ClCCl, O=C(O)C(F)(F)F. Reactants: C[Si](C)(C)[N-][Si](C)(C)C.[Li+] (lithium bis(trimethylsilyl)amide), FC1=C(C=C(C=C1)F)C1=C[C@H](N(C1)CCS(=O)(=O)CC)C1=CC=CC=C1 ((2S)-4-(2,5-difluorophenyl)-1-[2-(ethylsulfonyl)ethyl]-2-phenyl-2,5-dihydro-1H-pyrrole), IC (Iodomethane). Solvent: C1CCOC1 (THF), C1CCOC1 (THF). Run at temperature 0 celsius, time 1 hour. The product is FC1=C(C=C(C=C1)F)C1=C[C@H](N(C1)CC(C)S(=O)(=O)CC)C1=CC=CC=C1 ((2S)-4-(2,5-difluorophenyl)-1-[2-(ethylsulfonyl)propyl]-2-phenyl-2,5-dihydro-1H-pyrrole). RXN SMILES: C[Si]([N-][Si](C)(C)C)(C)C.[Li+].[F:11][C:12]1[CH:17]=[CH:16][C:15]([F:18])=[CH:14][C:13]=1[C:19]1[CH2:23][N:22]([CH2:24][CH2:25][S:26]([CH2:29][CH3:30])(=[O:28])=[O:27])[C@H:21]([C:31]2[CH:36]=[CH:35][CH:34]=[CH:33][CH:32]=2)[CH:20]=1.I[CH3:38]>C1COCC1>[F:11][C:12]1[CH:17]=[CH:16][C:15]([F:18])=[CH:14][C:13]=1[C:19]1[CH2:23][N:22]([CH2:24][CH:25]([S:26]([CH2:29][CH3:30])(=[O:27])=[O:28])[CH3:38])[C@H:21]([C:31]2[CH:32]=[CH:33][CH:34]=[CH:35][CH:36]=2)[CH:20]=1 |f:0.1|. Reported procedure: A solution of lithium bis(trimethylsilyl)amide in THF (1.0 M, 0.74 mL, 0.74 mmol, 4.0 equiv) was added to a solution of (2S)-4-(2,5-difluorophenyl)-1-[2-(ethylsulfonyl)ethyl]-2-phenyl-2,5-dihydro-1H-pyrrole (70 mg, 0.185 mmol, 1 equiv) in THF (5 mL) at −78° C., then stirred for 1 h. Iodomethane (0.035 mL, 0.56 mmol, 3.0 equiv) was added and the resulting mixture was warmed to 0° C. and stirred for 30 minutes. The mixture was then partitioned between saturated potassium bisulfate solution and eth...